From a dataset of the Open Reaction Database (ORD), a public repository of structured organic reaction records. describe an organic reaction: reactants, conditions, products, and yield Reactants: ClNC(CCC(=O)N)=O (N-chlorosuccinamide), NC=1C=C(C2=C(C(=NC(C(N2C)=O)(C)C)C2=C(C=CC=C2)F)C1)Cl (7-amino-9-chloro-5-(o-fluorophenyl)-1,3-dihydro-1,3,3-trimethyl-2H-1,4-benzodiazepin-2-one), C(Cl)Cl (methylene chloride), N (ammonia). The product is NC=1C(=C(C2=C(C(=NC(C(N2C)=O)(C)C)C2=C(C=CC=C2)F)C1Cl)Cl)Cl (7-amino-6,8,9-trichloro-1,3-dihydro-5-(o-fluorophenyl)-1,3,3-trimethyl-2H-1,4-benzodiazepin-2-one). As a reaction SMILES: [NH2:1][C:2]1C=[C:4]([Cl:24])[C:5]2[N:11]([CH3:12])[C:10](=[O:13])[C:9]([CH3:15])([CH3:14])[N:8]=[C:7]([C:16]3[CH:21]=[CH:20][CH:19]=[CH:18][C:17]=3[F:22])[C:6]=2[CH:23]=1.[Cl:25]NC(=O)CCC(N)=O.N.[CH2:35]([Cl:37])Cl>>[NH2:1][C:2]1[C:35]([Cl:37])=[C:4]([Cl:24])[C:5]2[N:11]([CH3:12])[C:10](=[O:13])[C:9]([CH3:15])([CH3:14])[N:8]=[C:7]([C:16]3[CH:21]=[CH:20][CH:19]=[CH:18][C:17]=3[F:22])[C:6]=2[C:23]=1[Cl:25]. Procedure details: 4.75 g (0.014 mol) of 7-amino-9-chloro-5-(o-fluorophenyl)-1,3-dihydro-1,3,3-trimethyl-2H-1,4-benzodiazepin-2-one are dissolved in 100 ml of dry methylene chloride and treated with 4.2 g of N-chlorosuccinamide. The reaction mixture is heated at reflux for 40 hours, treated with 25 percent aqueous ammonia and extracted several times with methylene chloride. After drying and evaporating the organic phase, the residue is chromatographed on 250 g of silica gel with methylene chloride/ethyl acetate (2... Reactants: CCN=C=NCCCN(C)C, CC#N, Cl, NC(Cc1ccc(C(F)(F)F)cc1)C(O)c1ccc(F)cc1, O=C(O)c1ccc(Oc2ccccc2)cc1, O, On1nnc2ccccc21. RXN SMILES: [CH2:40]([N:41]=[C:42]=[N:43][CH2:44][CH2:45][CH2:46][N:47]([CH3:48])[CH3:49])[CH3:50].[CH3:61][C:62]#[N:63].[ClH:39].[NH2:1][CH:2]([CH:3]([OH:4])[c:5]1[cH:6][cH:7][c:8]([F:11])[cH:9][cH:10]1)[CH2:12][c:13]1[cH:14][cH:15][c:16]([C:19]([F:20])([F:21])[F:22])[cH:17][cH:18]1.[O:23]([c:24]1[cH:25][cH:26][cH:27][cH:28][cH:29]1)[c:30]1[cH:31][cH:32][c:33]([C:34](=[O:35])[OH:36])[cH:37][cH:38]1.[OH2:64].[OH:51][n:52]1[c:53]2[cH:54][cH:55][cH:56][cH:57][c:58]2[n:59][n:60]1>>[NH:1]([CH:2]([CH:3]([OH:4])[c:5]1[cH:6][cH:7][c:8]([F:11])[cH:9][cH:10]1)[CH2:12][c:13]1[cH:14][cH:15][c:16]([C:19]([F:20])([F:21])[F:22])[cH:17][cH:18]1)[C:34]([c:33]1[cH:32][cH:31][c:30]([O:23][c:24]2[cH:25][cH:26][cH:27][cH:28][cH:29]2)[cH:38][cH:37]1)=[O:35]. Yields the product O=C(NC(Cc1ccc(C(F)(F)F)cc1)C(O)c1ccc(F)cc1)c1ccc(Oc2ccccc2)cc1.